Dataset: the Open Reaction Database (ORD), a public repository of structured organic reaction records. Task: describe an organic reaction: reactants, conditions, products, and yield Reactants: NC=1C=C(C=CC1)C=1N=C2SC=CN2C1C1=NC(=NC=C1)NC1=CC(=CC=C1)CCN1CCOCC1 (4-(6-(3-aminophenyl)imidazo[2,1-b]thiazol-5-yl)-N-(3-(2-morpholinoethyl)phenyl)pyrimidin-2-amine), FC1=C(C(=O)Cl)C(=CC=C1)F (2,6-difluorobenzoyl chloride), NC=1C=C(C=CC1)C=1N=C2SC=CN2C1C1=NC(=NC=C1)NC1=CC(=CC=C1)OCCCN1CCOCC1 (4-(6-(3-aminophenyl)imidazo[2,1-b]thiazol-5-yl)-N-(3-(3-morpholinopropoxy)phenyl)pyrimidin-2-amine), FC1=C(C(=O)Cl)C=CC=C1 (2-fluorobenzoyl chloride). The product is FC1=C(C(=O)NC2=CC(=CC=C2)C=2N=C3SC=CN3C2C2=NC(=NC=C2)NC2=CC(=CC=C2)CCN2CCOCC2)C=CC=C1 (2-fluoro-N-(3-(5-(2-((3-(2-morpholin-4-ylethyl)phenyl)amino)pyrimidin-4-yl)imidazo[2,1-b][1,3]thiazol-6-yl)phenyl)benzamide). Reaction SMILES: [NH2:1][C:2]1[CH:3]=[C:4]([C:8]2[N:9]=[C:10]3[N:14]([C:15]=2[C:16]2[CH:21]=[CH:20][N:19]=[C:18]([NH:22][C:23]4[CH:28]=[CH:27][CH:26]=[C:25]([CH2:29][CH2:30][N:31]5[CH2:36][CH2:35][O:34][CH2:33][CH2:32]5)[CH:24]=4)[N:17]=2)[CH:13]=[CH:12][S:11]3)[CH:5]=[CH:6][CH:7]=1.NC1C=C(C2N=C3N(C=2C2C=CN=C(NC4C=CC=C(OCCCN5CCOCC5)C=4)N=2)C=CS3)C=CC=1.[F:75][C:76]1[CH:84]=[CH:83][CH:82]=[CH:81][C:77]=1[C:78](Cl)=[O:79].FC1C=CC=C(F)C=1C(Cl)=O>>[F:75][C:76]1[CH:84]=[CH:83][CH:82]=[CH:81][C:77]=1[C:78]([NH:1][C:2]1[CH:7]=[CH:6][CH:5]=[C:4]([C:8]2[N:9]=[C:10]3[N:14]([C:15]=2[C:16]2[CH:21]=[CH:20][N:19]=[C:18]([NH:22][C:23]4[CH:28]=[CH:27][CH:26]=[C:25]([CH2:29][CH2:30][N:31]5[CH2:36][CH2:35][O:34][CH2:33][CH2:32]5)[CH:24]=4)[N:17]=2)[CH:13]=[CH:12][S:11]3)[CH:3]=1)=[O:79]. Reported procedure: The title compound was prepared as described in EXAMPLE 297, with the following substitutions: 4-(6-(3-aminophenyl)imidazo[2,1-b]thiazol-5-yl)-N-(3-(2-morpholinoethyl)phenyl)pyrimidin-2-amine for 4-(6-(3-aminophenyl)imidazo[2,1-b]thiazol-5-yl)-N-(3-(3-morpholinopropoxy)phenyl)pyrimidin-2-amine and 2-fluorobenzoyl chloride for 2,6-difluorobenzoyl chloride. (ESI(+)) m/e 620 (M+H)+; (ESI(−)) m/e 618 (M−H)−; 1H-NMR (300 MHz, DMSO-d6) □ 10.54 (s, 1H), 9.62 (s, 1H), 8.81 (d, 1H), 8.29 (d, 1H), 8.03 (s... The reactants are CN(C)C=O, CN, CCc1nnc2c(Cl)nc3ccccc3n12. Yields the product CCc1nnc2c(NC)nc3ccccc3n12. As a reaction SMILES: [CH3:19][N:20]([CH3:21])[CH:22]=[O:23].[CH3:1][NH2:2].[Cl:3][c:4]1[c:5]2[n:6]([c:7]3[cH:8][cH:9][cH:10][cH:11][c:12]3[n:13]1)[c:14]([CH2:17][CH3:18])[n:15][n:16]2>>[CH3:1][NH:2][c:4]1[c:5]2[n:6]([c:7]3[cH:8][cH:9][cH:10][cH:11][c:12]3[n:13]1)[c:14]([CH2:17][CH3:18])[n:15][n:16]2. Reactants: CO, C#CC(C)(C)O, CC(=O)OC(C)=O, O=P(O)(O)O. Yields the product C#CC(C)(C)O, CC(=O)O. As a reaction SMILES: [CH3:19][OH:20].[CH3:1][C:2]([OH:3])([C:4]#[CH:5])[CH3:6].[CH3:7][C:8](=[O:9])[O:10][C:11](=[O:12])[CH3:13].[P:14](=[O:15])([OH:16])([OH:17])[OH:18]>>[CH3:1][C:2]([OH:3])([C:4]#[CH:5])[CH3:6].[CH3:7][C:8](=[O:9])[OH:10]. The reactants are C(C1=CC=CC=C1)[C@H]1N(CC[C@@H](C1)N(C(C(F)(F)F)=O)CC1=CC=NC2=CC=CC=C12)C1C2=CC=CC=C2C=2C=CC=CC12 ((2R*,4S*)-2-benzyl-1-(9-fluorenyl)-N-(4-quinolylmethyl)-N-trifluoroacetyl-4-piperidinamine), [OH-].[Na+] (sodium hydroxide). Run in O1CCCC1 (tetrahydrofuran), CO (methanol). Yields the product C(C1=CC=CC=C1)[C@H]1N(CC[C@@H](C1)NCC1=CC=NC2=CC=CC=C12)C1C2=CC=CC=C2C=2C=CC=CC12 ((2R*,4S*)-2-benzyl-1-(9-fluorenyl)-N-(4-quinolylmethyl)-4-piperidinamine). Reaction SMILES: [CH2:1]([C@@H:8]1[CH2:13][C@@H:12]([N:14]([CH2:21][C:22]2[C:31]3[C:26](=[CH:27][CH:28]=[CH:29][CH:30]=3)[N:25]=[CH:24][CH:23]=2)C(=O)C(F)(F)F)[CH2:11][CH2:10][N:9]1[CH:32]1[C:44]2[CH:43]=[CH:42][CH:41]=[CH:40][C:39]=2[C:38]2[C:33]1=[CH:34][CH:35]=[CH:36][CH:37]=2)[C:2]1[CH:7]=[CH:6][CH:5]=[CH:4][CH:3]=1.[OH-].[Na+]>O1CCCC1.CO>[CH2:1]([C@@H:8]1[CH2:13][C@@H:12]([NH:14][CH2:21][C:22]2[C:31]3[C:26](=[CH:27][CH:28]=[CH:29][CH:30]=3)[N:25]=[CH:24][CH:23]=2)[CH2:11][CH2:10][N:9]1[CH:32]1[C:33]2[CH:34]=[CH:35][CH:36]=[CH:37][C:38]=2[C:39]2[C:44]1=[CH:43][CH:42]=[CH:41][CH:40]=2)[C:2]1[CH:3]=[CH:4][CH:5]=[CH:6][CH:7]=1 |f:1.2|. Procedure details: 130 mg (0.219 mmol) (2R*,4S*)-2-benzyl-1-(9-fluorenyl)-N-(4-quinolylmethyl)-N-trifluoroacetyl-4-piperidinamine are reacted in analogy to Example 40 with 500 μl (0.500 mmol) of 1N sodium hydroxide solution in 1 ml of tetrahydrofuran and 1 ml of methanol. The title compound ##STR77## is obtained (49 mg, 45%) as white foam. TLC:toluene/ethyl acetate (1:1) Rf =0.26; FD-MS:M+ =495. Product: CC(C)(C)OC(=O)NC(CN)C(=O)O. As a reaction SMILES: [C:1]([CH3:2])([CH3:3])([CH3:4])[O:5][C:6](=[O:7])[NH:8][CH:9]([C:10](=[O:11])[OH:12])[CH2:13][NH:14][C:15]([O:16][CH2:17][c:18]1[cH:19][cH:20][cH:21][cH:22][cH:23]1)=[O:24].[C:27].[CH3:25][OH:26].[Pd:28]>>[C:1]([CH3:2])([CH3:3])([CH3:4])[O:5][C:6](=[O:7])[NH:8][CH:9]([C:10](=[O:11])[OH:12])[CH2:13][NH2:14]. The reactants are CC(C)(C)OC(=O)NC(CNC(=O)OCc1ccccc1)C(=O)O, C, CO, [Pd]. Reactants: [C@@H]1([C@H](CC1)C(=O)O)C(=O)O (cis-cyclobutane-1,2-dicarboxylic acid), C(CCC)O (n-butanol), OS(=O)(=O)O (H2SO4). Product: [C@@H]1([C@H](CC1)C(=O)OCCCC)C(=O)OCCCC (di-n-Butyl cis-cyclobutane-1,2-dicarboxylate). RXN SMILES: [C@@H:1]1([C:8]([OH:10])=[O:9])[CH2:4][CH2:3][C@@H:2]1[C:5]([OH:7])=[O:6].OS(O)(=O)=O.[CH2:16](O)[CH2:17][CH2:18][CH3:19]>>[C@@H:1]1([C:8]([O:10][CH2:4][CH2:1][CH2:2][CH3:3])=[O:9])[CH2:4][CH2:3][C@@H:2]1[C:5]([O:7][CH2:16][CH2:17][CH2:18][CH3:19])=[O:6]. Procedure details: 1 g (6.94 mmol) of cis-cyclobutane-1,2-dicarboxylic acid in 50 ml of n-butanol were heated under reflux with 0.3 g of conc. H2SO4 for 90 min. The mixture was then concentrated to about 5 ml and poured into dil. NaHCO3 solution, extracted with ethyl acetate, dried over sodium sulphate and concentrated. Purification was carried out chromatographically over silica gel (mobile phase: petroleum ether:ethyl acetate 100:2>100:5). Reactants: C(C)(C)(C)OC(=O)N1C[C@@H]([C@H](CC1)C1=CC=C(C=C1)OCCOC1=C(C=C(C=C1Cl)C)Cl)C(=O)N(C1CC1)CC=1C=C(OC[C@H]2[C@@H](C2)C(=O)O)C=C(C1)CCCOC ((1R,2R)-2-{[3-{[[((3R,4S)-1-(tert-butoxycarbonyl)-4-{4-[2-(2,6-dichloro-4-methylphenoxy)ethoxy]phenyl}piperidin-3-yl)carbonyl](cyclopropyl)-amino]methyl}-5-(3-methoxypropyl)phenoxy]methyl}cyclopropanecarboxylic acid), C([O-])([O-])=O.[Cs+].[Cs+] (cesium carbonate), ClCC(=O)N(C)C (2-chloro-N,N-dimethylacetamide). Solvent: CN(C)C=O (DMF), CCOCC (ether). Conditions: temperature 80 celsius. Product: C1(CC1)N(C(=O)[C@H]1CN(CC[C@@H]1C1=CC=C(C=C1)OCCOC1=C(C=C(C=C1Cl)C)Cl)C(=O)OC(C)(C)C)CC1=CC(=CC(=C1)CCCOC)OC[C@H]1[C@@H](C1)C(=O)OCC(=O)N(C)C (tert-Butyl (3R,4S)-3-({cyclopropyl[3-[((1R,2R)-2-{[2-(dimethylamino)-2-oxo-ethoxy]carbonyl}cyclopropyl)methoxy]-5-(3-methoxypropyl)benzyl]amino}-carbonyl)-4-{4-[2-(2,6-dichloro-4-methylphenoxy)ethoxy]phenyl}piperidine-1-carboxylate). Reaction SMILES: [C:1]([O:5][C:6]([N:8]1[CH2:13][CH2:12][C@H:11]([C:14]2[CH:19]=[CH:18][C:17]([O:20][CH2:21][CH2:22][O:23][C:24]3[C:29]([Cl:30])=[CH:28][C:27]([CH3:31])=[CH:26][C:25]=3[Cl:32])=[CH:16][CH:15]=2)[C@@H:10]([C:33]([N:35]([CH2:39][C:40]2[CH:41]=[C:42]([CH:51]=[C:52]([CH2:54][CH2:55][CH2:56][O:57][CH3:58])[CH:53]=2)[O:43][CH2:44][C@@H:45]2[CH2:47][C@H:46]2[C:48]([OH:50])=[O:49])[CH:36]2[CH2:38][CH2:37]2)=[O:34])[CH2:9]1)=[O:7])([CH3:4])([CH3:3])[CH3:2].C(=O)([O-])[O-].[Cs+].[Cs+].Cl[CH2:66][C:67]([N:69]([CH3:71])[CH3:70])=[O:68]>CN(C=O)C.CCOCC>[CH:36]1([N:35]([CH2:39][C:40]2[CH:53]=[C:52]([CH2:54][CH2:55][CH2:56][O:57][CH3:58])[CH:51]=[C:42]([O:43][CH2:44][C@@H:45]3[CH2:47][C@H:46]3[C:48]([O:50][CH2:66][C:67]([N:69]([CH3:71])[CH3:70])=[O:68])=[O:49])[CH:41]=2)[C:33]([C@@H:10]2[C@@H:11]([C:14]3[CH:19]=[CH:18][C:17]([O:20][CH2:21][CH2:22][O:23][C:24]4[C:29]([Cl:30])=[CH:28][C:27]([CH3:31])=[CH:26][C:25]=4[Cl:32])=[CH:16][CH:15]=3)[CH2:12][CH2:13][N:8]([C:6]([O:5][C:1]([CH3:2])([CH3:4])[CH3:3])=[O:7])[CH2:9]2)=[O:34])[CH2:37][CH2:38]1 |f:1.2.3|. Procedure: To a solution of (1R,2R)-2-{[3-{[[((3R,4S)-1-(tert-butoxycarbonyl)-4-{4-[2-(2,6-dichloro-4-methylphenoxy)ethoxy]phenyl}piperidin-3-yl)carbonyl](cyclopropyl)-amino]methyl}-5-(3-methoxypropyl)phenoxy]methyl}cyclopropanecarboxylic acid (1 eq.) from the previous step in DMF (0.1 M) was added cesium carbonate (2 eq.) and 2-chloro-N,N-dimethylacetamide (1.8 eq.). The reaction was heated to 80° C. for 2 h. After cooling to rt, the reaction was diluted with ether. The organic extract was washed with wat...